This data is from the Open Reaction Database (ORD), a public repository of structured organic reaction records. The task is: describe an organic reaction: reactants, conditions, products, and yield Reaction SMILES: [Cl:24][C:25]([C:26]([Cl:27])=[O:28])=[O:29].[Cl:30][CH2:31][Cl:32].[F:1][c:2]1[c:3]([O:4][c:5]2[c:6]3[c:7]([n:8][cH:9][cH:10]2)[cH:11][c:12]([C:14](=[O:15])[OH:16])[s:13]3)[cH:17][cH:18][c:19]([N+:21](=[O:22])[O-:23])[cH:20]1>>[F:1][c:2]1[c:3]([O:4][c:5]2[c:6]3[c:7]([n:8][cH:9][cH:10]2)[cH:11][c:12]([C:14](=[O:15])[Cl:24])[s:13]3)[cH:17][cH:18][c:19]([N+:21](=[O:22])[O-:23])[cH:20]1. Reactants: O=C(Cl)C(=O)Cl, ClCCl, O=C(O)c1cc2nccc(Oc3ccc([N+](=O)[O-])cc3F)c2s1. Yields the product O=C(Cl)c1cc2nccc(Oc3ccc([N+](=O)[O-])cc3F)c2s1. Starting materials: C(C1=CC=CC=C1)C=1OC(=CC(C1)=O)C (2-benzyl-6-methyl-4-pyranone), Cl.NO (hydroxylamine hydrochloride), C(C)(=O)[O-].[Na+] (sodium acetate). The solvent is CO (methanol). Run at time 8 hour. The product is C(C1=CC=CC=C1)C1OC(=CC(=C1)N)C (2-BENZYL-6-METHYL-4-PYRANYLAMINE), oxime. Isolated yield 99.0%. Reaction SMILES: [CH2:1]([C:8]1[O:9][C:10]([CH3:15])=[CH:11][C:12](=O)[CH:13]=1)[C:2]1[CH:7]=[CH:6][CH:5]=[CH:4][CH:3]=1.Cl.[NH2:17]O.C([O-])(=O)C.[Na+]>CO>[CH2:1]([CH:8]1[CH:13]=[C:12]([NH2:17])[CH:11]=[C:10]([CH3:15])[O:9]1)[C:2]1[CH:7]=[CH:6][CH:5]=[CH:4][CH:3]=1 |f:1.2,3.4|. Reported procedure: This amine was prepared according to Scheme 32. To 0.37 g (1.8 mmol) of 2-benzyl-6-methyl-4-pyranone (G. Piancatilli, et. al., Synthesis, 1982, 248) was added 0.22 g (3.1 mmol) of hydroxylamine hydrochloride and 0.16 g (2 mmol) of sodium acetate in 10 mL of methanol. After stirring overnight, the mixture was partitioned between CH2Cl2 and water. The organic phase was dried and evaporated. The oily residue solidified upon standing at room temperature to give 0.4 g (99%) of the desired oxime 121 a... Reactants: Cl (hydrochloric acid), C(C)(C)C1=C(C=CC=C1)O (o-isopropylphenol), C([O-])([O-])=O.[K+].[K+] (potassium carbonate), BrCC(=O)OCC (ethyl α-bromoacetate). Solvent: CN(C=O)C (dimethylformamide), [OH-].[Na+] (sodium hydroxide), O (water), C(C)O (ethanol), O (water). Conditions: temperature 80 celsius, time 8 hour. Yields the product C(C)(C)C1=C(OCC(=O)O)C=CC=C1 (α-(2-isopropylphenoxy)acetic acid). RXN SMILES: [CH:1]([C:4]1[CH:9]=[CH:8][CH:7]=[CH:6][C:5]=1[OH:10])([CH3:3])[CH3:2].C(=O)([O-])[O-].[K+].[K+].Br[CH2:18][C:19]([O:21]CC)=[O:20].Cl>CN(C)C=O.[OH-].[Na+].O.C(O)C>[CH:1]([C:4]1[CH:9]=[CH:8][CH:7]=[CH:6][C:5]=1[O:10][CH2:18][C:19]([OH:21])=[O:20])([CH3:3])[CH3:2] |f:1.2.3,7.8|. Procedure: A solution of o-isopropylphenol (39.5 g), potassium carbonate (40 g) and ethyl α-bromoacetate (40 ml) in dimethylformamide (300 ml) is heated with stirring at 80° C. for 8 hours. To the mixture is added water, and the mixture is extracted with ethyl acetate. The extract is washed with water, dried, and concentrated under reduced pressure to remove the solvent. The residue thus obtained is dissolved in a solution of sodium hydroxide (20 g) in water (300 ml) and ethanol (200 ml), and the mixture i... Reactants: ClC=1C=C(C=CC1)C1=CC=CC(=N1)C(=O)O (6-(3-chlorophenyl)-2-pyridinecarboxylic acid), N[C@H](C(=O)NC)C(C)(C)C ((2S)-2-amino-N,3,3-trimethyl-butanamide). Yields the product ClC=1C=C(C=CC1)C1=CC=CC(=N1)C(=O)N[C@H](C(=O)NC)C(C)(C)C ((S)-6-(3-Chlorophenyl)-N-(3,3-dimethyl-1-(methylamino)-1-oxobutan-2-yl)picolinamide). As a reaction SMILES: [Cl:1][C:2]1[CH:3]=[C:4]([C:8]2[N:13]=[C:12]([C:14]([OH:16])=O)[CH:11]=[CH:10][CH:9]=2)[CH:5]=[CH:6][CH:7]=1.[NH2:17][C@@H:18]([C:23]([CH3:26])([CH3:25])[CH3:24])[C:19]([NH:21][CH3:22])=[O:20]>>[Cl:1][C:2]1[CH:3]=[C:4]([C:8]2[N:13]=[C:12]([C:14]([NH:17][C@@H:18]([C:23]([CH3:26])([CH3:25])[CH3:24])[C:19]([NH:21][CH3:22])=[O:20])=[O:16])[CH:11]=[CH:10][CH:9]=2)[CH:5]=[CH:6][CH:7]=1. Procedure details: The title compound was synthesized in analogy to Example 1, using 6-(3-chlorophenyl)-2-pyridinecarboxylic acid (CAN 863704-38-5) and (2S)-2-amino-N,3,3-trimethyl-butanamide (CAN 89226-12-0) as starting materials, MS (EI): m/e=360.0 [M+H]+. Procedure: A solution of Example 171a (0.100 g, 0.16 mmol) in 9 mL tetrahydrofuran/methanol (2:1) was treated with 1N lithium hydroxide (0.024 g, 1.00 mmol) in 1 mL water at room temperature for 16 hours. The material was diluted with water and resulting precipitate collected by filtration. Trituration with dimethyl sulfoxide/methanol and filtration afforded 54 mg of the title compound. 1H NMR (300 MHz, DMSO-d6) ppm 1.11-1.44 (m, 5H) 1.54-1.66 (m, 1H) 1.67-1.80 (m, 2H) 1.87-1.99 (m, 2H) 3.62-3.77 (m, 1H) 6... RXN SMILES: [Br:1][C:2]1[CH:3]=[C:4]2[C:10]([C:11]3[CH:16]=[C:15]([Cl:17])[N:14]=[C:13]([NH:18][CH:19]4[CH2:24][CH2:23][CH2:22][CH2:21][CH2:20]4)[CH:12]=3)=[CH:9][N:8](S(C3C=CC=CC=3)(=O)=O)[C:5]2=[N:6][CH:7]=1.[OH-].[Li+]>O1CCCC1.CO.O>[Br:1][C:2]1[CH:3]=[C:4]2[C:10]([C:11]3[CH:16]=[C:15]([Cl:17])[N:14]=[C:13]([NH:18][CH:19]4[CH2:24][CH2:23][CH2:22][CH2:21][CH2:20]4)[CH:12]=3)=[CH:9][NH:8][C:5]2=[N:6][CH:7]=1 |f:1.2,3.4|. The solvent is O1CCCC1.CO (tetrahydrofuran methanol), O (water), O (water). The product is BrC=1C=C2C(=NC1)NC=C2C2=CC(=NC(=C2)Cl)NC2CCCCC2 (4-(5-bromo-1H-pyrrolo[2,3-b]pyridin-3-yl)-6-chloro-N-cyclohexylpyridin-2-amine). The yield is 83.2%. Reactants: BrC=1C=C2C(=NC1)N(C=C2C2=CC(=NC(=C2)Cl)NC2CCCCC2)S(=O)(=O)C2=CC=CC=C2 (4-(5-bromo-1-(phenylsulfonyl)-1H-pyrrolo[2,3-b]pyridin-3-yl)-6-chloro-N-cyclohexylpyridin-2-amine), [OH-].[Li+] (lithium hydroxide). Starting materials: C([O-])([O-])=O.[K+].[K+] (potassium carbonate), OC1=C(C(=O)OC)C=CC=C1O (methyl 2,3-dihydroxybenzoate), C(C1=CC=CC=C1)(=O)Cl (benzoyl chloride). Solvent: ClCCl (dichloromethane). Run at time 18 hour. The product is OC1=C(C(=O)OC)C=CC=C1OC(=O)C1=CC=CC=C1 (methyl 2-hydroxy-3-[(phenylcarbonyl)oxy]benzoate). Yield: 96.6%. As a reaction SMILES: [OH:1][C:2]1[C:11]([OH:12])=[CH:10][CH:9]=[CH:8][C:3]=1[C:4]([O:6][CH3:7])=[O:5].C(=O)([O-])[O-].[K+].[K+].[C:19](Cl)(=[O:26])[C:20]1[CH:25]=[CH:24][CH:23]=[CH:22][CH:21]=1>ClCCl>[OH:1][C:2]1[C:11]([O:12][C:19]([C:20]2[CH:25]=[CH:24][CH:23]=[CH:22][CH:21]=2)=[O:26])=[CH:10][CH:9]=[CH:8][C:3]=1[C:4]([O:6][CH3:7])=[O:5] |f:1.2.3|. Procedure: A solution of methyl 2,3-dihydroxybenzoate (27 g, 160 mmol) in dichloromethane (300 mL) was cooled to 0° C. and powdered potassium carbonate (23.3 g, 169 mmol) was added. The reaction mixture was then added benzoyl chloride (19.6 mL, 169 mmol) and the mixture was allowed to warm to room temperature and stirred for 18 h. The reaction mixture was concentrated in vacuo and the residue was partitioned with ethyl acetate and 0.3M aqueous hydrochloric acid. The organic layer was washed with brine, dri... Starting materials: C1([N+](=O)[O-])=CC([N+](=O)[O-])=CC([N+](=O)[O-])=C1[O-].[NH4+] (Ammonium picrate), stainless steel, P(=O)(O)([O-])[O-].[NH4+].[NH4+] (diammonium hydrogen phosphate), S1(=O)(=O)CCCC1 (sulfolane). The solvent is O (water). Run at temperature 100 celsius, time 20 hour. The product is C1=C(C=C(C(=C1[N+](=O)[O-])N)[N+](=O)[O-])[N+](=O)[O-] (picramide). Yield: 30.8%. As a reaction SMILES: [C:1]1([C:15]([O-])=[C:11]([N+:12]([O-:14])=[O:13])[CH:10]=[C:6]([N+:7]([O-:9])=[O:8])[CH:5]=1)[N+:2]([O-:4])=[O:3].[NH4+:17].P([O-])([O-])(O)=O.[NH4+].[NH4+].S1(CCCC1)(=O)=O>O>[CH:5]1[C:1]([N+:2]([O-:4])=[O:3])=[C:15]([NH2:17])[C:11]([N+:12]([O-:14])=[O:13])=[CH:10][C:6]=1[N+:7]([O-:9])=[O:8] |f:0.1,2.3.4|. Procedure details: Ammonium picrate (0.92 g, 3.7 mmol), diammonium hydrogen phosphate (0.99 g, 7.5 mmol) and dry sulfolane (40 ml) are placed in a glass-lined, stainless steel reactor. The reactor is sealed and the reaction slurry is stirred with heating for 2 hr as the temperature increases from 25 to 175° C. (20 psi pressure). The temperature is maintained at 175° C. and stirring is continued for an additional 20 hr. The cooled reaction mixture is mixed with water (400 ml) and the insoluble material is collected... Procedure details: A 43 g portion of recrystallized 8-amino-1-naphthol-5-sulfonic acid is suspended in 80 ml of water and 180 ml of 1N sodium hydroxide is added, then 66.6 g of m-nitrobenzoyl chloride is added all at once, washing in with a small amount of ether. The mixture is shaken for 5 minutes and another 180 ml of 1N sodium hydroxide is added with shaking for 1/2 hour. The latter addition of sodium hydroxide and shaking is repeated two more times. The resulting solution is filtered and the filtrate is made a... Run in O (water). Yields the product [Na+].OC1=C2C(=CC=C(C2=CC=C1)S(=O)(=O)[O-])NC(C1=CC(=CC=C1)[N+](=O)[O-])=O (5-Hydroxy-4-m-nitrobenzamido-1-naphthalenesulfonic acid sodium salt). Starting materials: C1=CC2=C(C=CC(=C2C(=C1)O)N)S(=O)(=O)O (8-amino-1-naphthol-5-sulfonic acid), [OH-].[Na+] (sodium hydroxide), [N+](=O)([O-])C=1C=C(C(=O)Cl)C=CC1 (m-nitrobenzoyl chloride). Reaction conditions: time 5 minute. RXN SMILES: [CH:1]1[CH:10]=[C:9]([OH:11])[C:8]2[C:3](=[C:4]([S:13]([OH:16])(=[O:15])=[O:14])[CH:5]=[CH:6][C:7]=2[NH2:12])[CH:2]=1.[OH-].[Na+:18].[N+:19]([C:22]1[CH:23]=[C:24]([CH:28]=[CH:29][CH:30]=1)[C:25](Cl)=[O:26])([O-:21])=[O:20]>O>[Na+:18].[OH:11][C:9]1[CH:10]=[CH:1][CH:2]=[C:3]2[C:8]=1[C:7]([NH:12][C:25](=[O:26])[C:24]1[CH:28]=[CH:29][CH:30]=[C:22]([N+:19]([O-:21])=[O:20])[CH:23]=1)=[CH:6][CH:5]=[C:4]2[S:13]([O-:16])(=[O:15])=[O:14] |f:1.2,5.6|.